This data is from the Open Reaction Database (ORD), a public repository of structured organic reaction records. The task is: describe an organic reaction: reactants, conditions, products, and yield Reactants: CC(C)(C)OC(=O)N1CCCC(CNc2cccnc2)C1, O=C(Cl)C1CC1, ClCCl. The product is CC(C)(C)OC(=O)N1CCCC(CN(C(=O)C2CC2)c2cccnc2)C1. Reaction SMILES: [C:1](=[O:2])([O:3][C:4]([CH3:5])([CH3:6])[CH3:7])[N:8]1[CH2:9][CH:10]([CH2:14][NH:15][c:16]2[cH:17][n:18][cH:19][cH:20][cH:21]2)[CH2:11][CH2:12][CH2:13]1.[CH:22]1([C:25](=[O:26])[Cl:27])[CH2:23][CH2:24]1.[Cl:28][CH2:29][Cl:30]>>[C:1](=[O:2])([O:3][C:4]([CH3:5])([CH3:6])[CH3:7])[N:8]1[CH2:9][CH:10]([CH2:14][N:15]([c:16]2[cH:17][n:18][cH:19][cH:20][cH:21]2)[C:25]([CH:22]2[CH2:23][CH2:24]2)=[O:26])[CH2:11][CH2:12][CH2:13]1.